This data is from the Open Reaction Database (ORD), a public repository of structured organic reaction records. The task is: describe an organic reaction: reactants, conditions, products, and yield The reactants are C(C)(C)(C)NS(=O)(=O)C1=CC(=CC=C1)C1=CC=C2C=NC(=NN21)O (N-tert-Butyl-3-(2-hydroxy-pyrrolo[2,1-f][1,2,4]triazin-7-yl)-benzenesulfonamide), C1=CC=C(C=C1)N(S(=O)(=O)C(F)(F)F)S(=O)(=O)C(F)(F)F (N-Phenylbis(trifluoromethanesulphonimide)), C(C)(C)N(C(C)C)CC (N,N-Diisopropylethylamine), CN(C=O)C (N,N-Dimethylformamide), N1(CCOCC1)C1CCC(CC1)C1=CC=C(C=C1)N (4-(4-Morpholin-4-yl-cyclohexyl)-phenylamine). The product is C(C)(C)(C)NS(=O)(=O)C1=CC(=CC=C1)C1=CC=C2C=NC(=NN21)NC2=CC=C(C=C2)C2CCC(CC2)N2CCOCC2 (N-tert-Butyl-3-{2-[4-(4-morpholin-4-yl-cyclohexyl)-phenylamino]-pyrrolo[2,1-f][1,2,4]triazin-7-yl}-benzenesulfonamide), solid. The yield is 20.0%. RXN SMILES: [C:1]([NH:5][S:6]([C:9]1[CH:14]=[CH:13][CH:12]=[C:11]([C:15]2[N:23]3[C:18]([CH:19]=[N:20][C:21](O)=[N:22]3)=[CH:17][CH:16]=2)[CH:10]=1)(=[O:8])=[O:7])([CH3:4])([CH3:3])[CH3:2].C1C=CC(N(S(C(F)(F)F)(=O)=O)S(C(F)(F)F)(=O)=O)=CC=1.C(N(CC)C(C)C)(C)C.CN(C)C=O.[N:60]1([CH:66]2[CH2:71][CH2:70][CH:69]([C:72]3[CH:77]=[CH:76][C:75]([NH2:78])=[CH:74][CH:73]=3)[CH2:68][CH2:67]2)[CH2:65][CH2:64][O:63][CH2:62][CH2:61]1>>[C:1]([NH:5][S:6]([C:9]1[CH:14]=[CH:13][CH:12]=[C:11]([C:15]2[N:23]3[C:18]([CH:19]=[N:20][C:21]([NH:78][C:75]4[CH:76]=[CH:77][C:72]([CH:69]5[CH2:68][CH2:67][CH:66]([N:60]6[CH2:61][CH2:62][O:63][CH2:64][CH2:65]6)[CH2:71][CH2:70]5)=[CH:73][CH:74]=4)=[N:22]3)=[CH:17][CH:16]=2)[CH:10]=1)(=[O:8])=[O:7])([CH3:2])([CH3:3])[CH3:4]. Procedure: The title compound was prepared in the following manner: N-tert-Butyl-3-(2-hydroxy-pyrrolo[2,1-f][1,2,4]triazin-7-yl)-benzenesulfonamide (70 mg, 0.2 mmol), N-Phenylbis(trifluoromethanesulphonimide) (82.6 mg, 0.231 mmol), N,N-Diisopropylethylamine (0.11 mL, 0.62 mmol), and N,N-Dimethylformamide (2 mL, 20 mmol) and stir at room temperature for half an hour. Added 4-(4-Morpholin-4-yl-cyclohexyl)-phenylamine (280 mg, 1.1 mmol) and stir at 80° C. overnight. The mixture was concentrated and purified u... The reactants are BrC1=C(C=C(C(=O)O)C=C1)O (4-bromo-3-hydroxybenzoic acid), CCO (EtOH), CS(=O)(=O)O (MeSO3H). The solvent is C1=CC=CC=C1 (benzene). The product is BrC1=C(C=C(C(=O)OCC)C=C1)O (ethyl 4-bromo-3-hydroxybenzoate). Yield: 90.0%. Reaction SMILES: [Br:1][C:2]1[CH:10]=[CH:9][C:5]([C:6]([OH:8])=[O:7])=[CH:4][C:3]=1[OH:11].[CH3:12][CH2:13]O.CS(O)(=O)=O>C1C=CC=CC=1>[Br:1][C:2]1[CH:10]=[CH:9][C:5]([C:6]([O:8][CH2:12][CH3:13])=[O:7])=[CH:4][C:3]=1[OH:11]. Reported procedure: To a mixture containing 4-bromo-3-hydroxybenzoic acid (5.0 g, 0.023 mol) and 5 ml of EtOH in 150 ml of benzene was added 1 ml of MeSO3H. The mixture was heated at reflux for 10 h using a Dean-Stark trap to collect water, then concentrated. The residue was dissolved in CH2Cl2, washed (water, 5% NaHCO3, and brine), dried (Na2SO4), and concentrated. The crude product was chromatographed (EtOAc/hexane) to gave a white solid (5.1 g, 90%): 1H NMR (300 MHz, CDCl3) δ 1.39 (t, J=7.2 Hz, 3 H), 4.37 (q, J=... Starting materials: O=C([O-])[O-], C1CCOC1, CN1C2CCC1CC(c1n[nH]c3cc(F)ccc13)C2, [K+], [K+], N#CBr, O. The product is N#CN1C2CCC1CC(c1n[nH]c3cc(F)ccc13)C2. As a reaction SMILES: [C:23](=[O:24])([O-:25])[O-:26].[CH2:29]1[O:30][CH2:31][CH2:32][CH2:33]1.[F:4][c:5]1[cH:6][cH:7][c:8]2[c:9]([CH:14]3[CH2:15][CH:16]4[CH2:17][CH2:18][CH:19]([CH2:20]3)[N:21]4[CH3:22])[n:10][nH:11][c:12]2[cH:13]1.[K+:27].[K+:28].[N:1]#[C:2][Br:3].[OH2:34]>>[N:1]#[C:22][N:21]1[CH:16]2[CH2:15][CH:14]([c:9]3[c:8]4[cH:7][cH:6][c:5]([F:4])[cH:13][c:12]4[nH:11][n:10]3)[CH2:20][CH:19]1[CH2:18][CH2:17]2.